Dataset: the Open Reaction Database (ORD), a public repository of structured organic reaction records. Task: describe an organic reaction: reactants, conditions, products, and yield Reactants: [BH4-], CC(C)(C)OC(=O)N1CCC(C=O)(c2ccc(Cl)cc2)CC1, CN, CCO, [Na+]. The product is CNCC1(c2ccc(Cl)cc2)CCN(C(=O)OC(C)(C)C)CC1. RXN SMILES: [BH4-:25].[C:3]([CH3:4])([CH3:5])([CH3:6])[O:7][C:8](=[O:9])[N:10]1[CH2:11][CH2:12][C:13]([CH:16]=[O:17])([c:18]2[cH:19][cH:20][c:21]([Cl:24])[cH:22][cH:23]2)[CH2:14][CH2:15]1.[CH3:1][NH2:2].[CH3:27][CH2:28][OH:29].[Na+:26]>>[CH3:1][NH:2][CH2:16][C:13]1([c:18]2[cH:19][cH:20][c:21]([Cl:24])[cH:22][cH:23]2)[CH2:12][CH2:11][N:10]([C:8]([O:7][C:3]([CH3:4])([CH3:5])[CH3:6])=[O:9])[CH2:15][CH2:14]1. Starting materials: COC(=O)c1cc(C(=O)O)cc2c1C1(C)CCC3C(C)(C)CCCC3(C)C1CS2(=O)=O, CO, [Li+], [OH-], O, O. The product is CC1(C)CCCC2(C)C1CCC1(C)c3c(C(=O)O)cc(C(=O)O)cc3S(=O)(=O)CC12. As a reaction SMILES: [CH3:1][O:2][C:3](=[O:4])[c:5]1[c:6]2[c:19]([cH:20][c:21]([C:23](=[O:24])[OH:25])[cH:22]1)[S:18](=[O:26])(=[O:27])[CH2:17][CH:16]1[C:7]2([CH3:31])[CH2:8][CH2:9][CH:10]2[C:11]([CH3:29])([CH3:30])[CH2:12][CH2:13][CH2:14][C:15]21[CH3:28].[CH3:35][OH:36].[Li+:33].[OH-:32].[OH2:34].[OH2:37]>>[O:2]=[C:3]([OH:4])[c:5]1[c:6]2[c:19]([cH:20][c:21]([C:23](=[O:24])[OH:25])[cH:22]1)[S:18](=[O:26])(=[O:27])[CH2:17][CH:16]1[C:7]2([CH3:31])[CH2:8][CH2:9][CH:10]2[C:11]([CH3:29])([CH3:30])[CH2:12][CH2:13][CH2:14][C:15]21[CH3:28]. Reactants: CN(C1CCC2(CC1)OC1=C(C(C2)=O)C=C(C=C1)NS(=O)(=O)C)CC1=CC=C(C=C1)C#N (N-[N'-Methyl-N'(p-cyanobenzyl)-4'-amino-3,4-dihydro-4-oxospiro[2H- 1-benzopyran-2,1 '-cyclohexan]-6-yl]methanesulfonamide), C1N(CCC2=CC=CC=C12)C1CCC2(CC1)OC1=C(C(C2)O)C=C(C=C1)NS(=O)(=O)C (N-[4'-(3,4-dihydro-2(1H)-isoquinolinyl)-3,4-dihydro-4hydroxyspiro[2H-1-benzopyran-2,1'-cyclohexan]-6-yl]methanesulfonamide). Procedure: Prepared from the product of example 8 (N-[N'-Methyl-N'(p-cyanobenzyl)-4'-amino-3,4-dihydro-4-oxospiro[2H-1-benzopyran-2,1'-cyclohexan]-6-yl]methanesulfonamide) by a procedure identical to that already described for the preparation of the product of Example 2 As a reaction SMILES: [CH3:1][N:2]([CH2:24][C:25]1[CH:30]=[CH:29][C:28]([C:31]#[N:32])=[CH:27][CH:26]=1)[CH:3]1[CH2:8][CH2:7][C:6]2([CH2:13][C:12](=[O:14])[C:11]3[CH:15]=[C:16]([NH:19][S:20]([CH3:23])(=[O:22])=[O:21])[CH:17]=[CH:18][C:10]=3[O:9]2)[CH2:5][CH2:4]1.C1C2C(=CC=CC=2)CCN1C1CCC2(CC(O)C3C=C(NS(C)(=O)=O)C=CC=3O2)CC1>>[CH3:1][N:2]([CH2:24][C:25]1[CH:26]=[CH:27][C:28]([C:31]#[N:32])=[CH:29][CH:30]=1)[CH:3]1[CH2:8][CH2:7][C:6]2([CH2:13][CH:12]([OH:14])[C:11]3[CH:15]=[C:16]([NH:19][S:20]([CH3:23])(=[O:22])=[O:21])[CH:17]=[CH:18][C:10]=3[O:9]2)[CH2:5][CH2:4]1. Product: CN(C1CCC2(CC1)OC1=C(C(C2)O)C=C(C=C1)NS(=O)(=O)C)CC1=CC=C(C=C1)C#N (N-[N'-Methyl-N'(p-cyanobenzyl)-4'-amino-3,4-dihydro-4-hydroxyspiro[2H-1-benzopyran-2,1'-cyclohexan]-6-yl]methanesulfonamide). Run in FC(C(=O)O)(F)F (trifluoroacetic acid). Reactants: C(C1=CC=CC=C1)[C@@H]([C@H](C(OC(C)CC)NS(=O)(=O)C1=CC=C(C=C1)OC)O)NC(OC(C)(C)C)=O (tert-butyl N-((1S,2R)-1-benzyl-3-sec-butoxy[(4-methoxyphenyl)sulfonyl]amino-2-hydroxy-propyl)carbamate). The product is N[C@H]([C@@H](CN(S(=O)(=O)C1=CC=C(C=C1)OC)OC(C)CC)O)CC1=CC=CC=C1 (N-[(2R,3S)-3-amino-2-hydroxy-4-phenylbutyl]-N-(sec-butoxy)-4-methoxybenzene-sulfonamide). Procedure details: tert-butyl N-((1S,2R)-1-benzyl-3-sec-butoxy[(4-methoxyphenyl)sulfonyl]amino-2-hydroxy-propyl)carbamate (1.9 mmol, 1 g) was stirred in neat trifluoroacetic acid (TFA) at room temperature for 1 hour. The TFA was removed under vacuum, and the resulting residue was dissolved in ethyl acetate, washed with 5% aq. potassium carbonate solution, brine and dried over magnesium sulfate. The dried solution was concentrated under vacuum and stored as a sticky white solid. H1-NMR (CDCl3): δ 7.81 (2H,d), 7.28-... Reaction SMILES: [CH2:1]([C@H:8]([NH:29]C(=O)OC(C)(C)C)[C@@H:9]([OH:28])[CH:10]([NH:16][S:17]([C:20]1[CH:25]=[CH:24][C:23]([O:26][CH3:27])=[CH:22][CH:21]=1)(=[O:19])=[O:18])OC(CC)C)[C:2]1[CH:7]=[CH:6][CH:5]=[CH:4][CH:3]=1>FC(F)(F)C(O)=O>[NH2:29][C@@H:8]([CH2:1][C:2]1[CH:7]=[CH:6][CH:5]=[CH:4][CH:3]=1)[C@H:9]([OH:28])[CH2:10][N:16]([O:26][CH:23]([CH2:22][CH3:21])[CH3:24])[S:17]([C:20]1[CH:25]=[CH:24][C:23]([O:26][CH3:27])=[CH:22][CH:21]=1)(=[O:18])=[O:19]. The reactants are CCOC=C(C(=O)OCC)C(=O)OCC, Nc1cnc(CN2CCOCC2)s1, O, c1ccncc1. Product: CCOC(=O)C(=CNc1cnc(CN2CCOCC2)s1)C(=O)OCC. Reaction SMILES: [CH2:14]([O:15][CH:17]=[C:18]([C:19](=[O:20])[O:21][CH2:22][CH3:23])[C:24](=[O:25])[O:26][CH2:27][CH3:28])[CH3:16].[O:1]1[CH2:2][CH2:3][N:4]([CH2:7][c:8]2[s:9][c:10]([NH2:13])[cH:11][n:12]2)[CH2:5][CH2:6]1.[OH2:35].[cH:29]1[cH:30][cH:31][n:32][cH:33][cH:34]1>>[O:1]1[CH2:2][CH2:3][N:4]([CH2:7][c:8]2[s:9][c:10]([NH:13][CH:17]=[C:18]([C:19](=[O:20])[O:21][CH2:22][CH3:23])[C:24](=[O:25])[O:26][CH2:27][CH3:28])[cH:11][n:12]2)[CH2:5][CH2:6]1. Starting materials: [Br-].C(C)(=O)C=1C=[N+](C=CC1CC1C(C2=CC(=C(C=C2C1)OC)OC)=O)CC1=C(C=CC=C1)C (2-[[3-acetyl-1-(o-tolylmethyl)pyridin-1-ium-4-yl]methyl]-5,6-dimethoxy-indan-1-one bromide), C1C=CN(C=C1C(=O)N)CC2=CC=CC=C2 (BNAH). The product is C(C)(=O)C1=CN(C=CC1CC1C(C2=CC(=C(C=C2C1)OC)OC)=O)CC1=C(C=CC=C1)C (2-[[3-acetyl-1-(o-tolylmethyl)-4H-pyridin-4-yl]methyl]-5,6-dimethoxy-indan-1-one). Reaction SMILES: [Br-].[C:2]([C:5]1[CH:6]=[N+:7]([CH2:26][C:27]2[CH:32]=[CH:31][CH:30]=[CH:29][C:28]=2[CH3:33])[CH:8]=[CH:9][C:10]=1[CH2:11][CH:12]1[CH2:20][C:19]2[C:14](=[CH:15][C:16]([O:23][CH3:24])=[C:17]([O:21][CH3:22])[CH:18]=2)[C:13]1=[O:25])(=[O:4])[CH3:3].C1C(C(N)=O)=CN(CC2C=CC=CC=2)C=C1>>[C:2]([C:5]1[CH:10]([CH2:11][CH:12]2[CH2:20][C:19]3[C:14](=[CH:15][C:16]([O:23][CH3:24])=[C:17]([O:21][CH3:22])[CH:18]=3)[C:13]2=[O:25])[CH:9]=[CH:8][N:7]([CH2:26][C:27]2[CH:32]=[CH:31][CH:30]=[CH:29][C:28]=2[CH3:33])[CH:6]=1)(=[O:4])[CH3:3] |f:0.1|. Reported procedure: The title compound 169 is prepared according to the procedure reported in Example 39.1 with compound 142 (7 4.2 mg, 0.15 mmol) and BNAH (35 mg, 1 equiv) as reactants. Yellow solid. (Yield 32.3 mg, 50%). The reactants are O=C([O-])[O-], CO, CCOC(C)=O, CCCCCC, CC1(C)CC2(CC2)Oc2c(C3CC3)cc(C#C[Si](C)(C)C)cc21, [K+], [K+]. Product: C#Cc1cc(C2CC2)c2c(c1)C(C)(C)CC1(CC1)O2. RXN SMILES: [C:26](=[O:27])([O-:28])[O-:29].[CH3:24][OH:25].[CH3:32][CH2:33][O:34][C:35](=[O:36])[CH3:37].[CH3:38][CH2:39][CH2:40][CH2:41][CH2:42][CH3:43].[CH:1]1([c:4]2[cH:5][c:6]([C:18]#[C:19][Si:20]([CH3:21])([CH3:22])[CH3:23])[cH:7][c:8]3[c:13]2[O:12][C:11]2([CH2:10][C:9]3([CH3:16])[CH3:17])[CH2:14][CH2:15]2)[CH2:2][CH2:3]1.[K+:30].[K+:31]>>[CH:1]1([c:4]2[cH:5][c:6]([C:18]#[CH:19])[cH:7][c:8]3[c:13]2[O:12][C:11]2([CH2:10][C:9]3([CH3:16])[CH3:17])[CH2:14][CH2:15]2)[CH2:2][CH2:3]1. Starting materials: NC=1N(C2=NC(=CC=C2C(C1C=1N(C=CN1)COCC[Si](C)(C)C)=O)Cl)CC (2-amino-7-chloro-1-ethyl-3-[1-(2-trimethylsilanyl-ethoxymethyl)-1H-imidazol-2-yl]-1H-[1,8]naphthyridin-4-one), ClC=1C=C(C=CC1O)B(O)O (3-chloro-4-hydroxy-phenylboronic acid), tris-(dibenzylidenacetone)dipalladium (0), [O-]P(=O)([O-])[O-].[K+].[K+].[K+] (potassium phosphate tribasic). Reagents/catalysts: C1(CCCCC1)P(C1CCCCC1)C1CCCCC1 (tricyclohexyl phosphine). Run in O1CCOCC1.O (dioxane water). Conditions: temperature 85 celsius. Product: NC=1N(C2=NC(=CC=C2C(C1C=1N(C=CN1)COCC[Si](C)(C)C)=O)C1=CC(=C(C=C1)O)Cl)CC (2-Amino-7-(3-chloro-4-hydroxy-phenyl)-1-ethyl-3-[1-(2-trimethylsilanyl-ethoxymethyl)-1H-imidazol-2-yl]-1H-[1,8]naphthyridin-4-one). Isolated yield 110.0%. RXN SMILES: [NH2:1][C:2]1[N:3]([CH2:27][CH3:28])[C:4]2[C:9]([C:10](=[O:25])[C:11]=1[C:12]1[N:13]([CH2:17][O:18][CH2:19][CH2:20][Si:21]([CH3:24])([CH3:23])[CH3:22])[CH:14]=[CH:15][N:16]=1)=[CH:8][CH:7]=[C:6](Cl)[N:5]=2.[Cl:29][C:30]1[CH:31]=[C:32](B(O)O)[CH:33]=[CH:34][C:35]=1[OH:36].[O-]P([O-])([O-])=O.[K+].[K+].[K+]>C1(P(C2CCCCC2)C2CCCCC2)CCCCC1.O1CCOCC1.O>[NH2:1][C:2]1[N:3]([CH2:27][CH3:28])[C:4]2[C:9]([C:10](=[O:25])[C:11]=1[C:12]1[N:13]([CH2:17][O:18][CH2:19][CH2:20][Si:21]([CH3:22])([CH3:23])[CH3:24])[CH:14]=[CH:15][N:16]=1)=[CH:8][CH:7]=[C:6]([C:32]1[CH:33]=[CH:34][C:35]([OH:36])=[C:30]([Cl:29])[CH:31]=1)[N:5]=2 |f:2.3.4.5,7.8|. Procedure: In a round bottom flask 0.3 g (0.71 mmol) 2-amino-7-chloro-1-ethyl-3-[1-(2-trimethylsilanyl-ethoxymethyl)-1H-imidazol-2-yl]-1H-[1,8]naphthyridin-4-one, 0.185 g (1.07 mmol) 3-chloro-4-hydroxy-phenylboronic acid, 0.098 g (0.11 mmol) tris-(dibenzylidenacetone)dipalladium (0), 0.030 mg (0.0.11 mmol) tricyclohexyl phosphine, 0.303 g of potassium phosphate tribasic, and 8 mL of dioxane/water (50/50) (degassed) were stirred and heated at 85° C. for 8 h. The solvents were evaporated and the residue was ... Starting materials: C(C)(=O)O[BH-](OC(C)=O)OC(C)=O.[Na+] (sodium triacetoxyborohydride), C([O-])(O)=O.[Na+] (sodium bicarbonate), CC(C)(C)OC(=O)N1[C@@H]2CC[C@H]1CC(=O)C2 (N-Boc nortropinone), NCC1=CC=C(C(=O)OC)C=C1 (methyl 4-aminomethylbenzoate), C(C)(=O)O (acetic acid). Run in ClC(C)Cl (dichloroethane). Run at time 1 hour. Product: COC(=O)C1=CC=C(C=C1)CNC1CC2CCC(C1)N2C(=O)OC(C)(C)C (1,1-dimethylethyl 3-[[[4-(methoxycarbonyl)phenyl]methyl]amino]-8-azabicyclo[3.2.1]octane-8-carboxylate). Yield: 88.2%. Reaction SMILES: [CH3:1][C:2]([O:5][C:6]([N:8]1[C@@H:12]2[CH2:13][C:14]([CH2:16][C@H:9]1[CH2:10][CH2:11]2)=O)=[O:7])([CH3:4])[CH3:3].[NH2:17][CH2:18][C:19]1[CH:28]=[CH:27][C:22]([C:23]([O:25][CH3:26])=[O:24])=[CH:21][CH:20]=1.C(O)(=O)C.C(O[BH-](OC(=O)C)OC(=O)C)(=O)C.[Na+].C(=O)(O)[O-].[Na+]>ClC(Cl)C>[CH3:26][O:25][C:23]([C:22]1[CH:27]=[CH:28][C:19]([CH2:18][NH:17][CH:14]2[CH2:16][CH:9]3[N:8]([C:6]([O:5][C:2]([CH3:4])([CH3:3])[CH3:1])=[O:7])[CH:12]([CH2:11][CH2:10]3)[CH2:13]2)=[CH:20][CH:21]=1)=[O:24] |f:3.4,5.6|. Procedure: A solution of N-Boc nortropinone (2.4 g, 10.9 mmol) and methyl 4-aminomethylbenzoate (1.6 g, 10.9 mmol) in dichloroethane (20 mL) was stirred as acetic acid (0.85 g, 14.2 mmol) was added. After 1 hour, sodium triacetoxyborohydride (2.7 g, 13.1 mmol) was added and the reaction was stirred for 17 hours. The reaction was treated with a saturated aqueous solution of sodium bicarbonate and extracted with ethyl acetate (2×). The combined organic extracts were dried and concentrated. Purification by fl...